This data is from the Open Reaction Database (ORD), a public repository of structured organic reaction records. The task is: describe an organic reaction: reactants, conditions, products, and yield Reactants: Fc1c(F)c(COC2CCCCO2)c(F)c(F)c1Br, [Li]CCCC, CSC, [Cl-], ClC=CCI, [Cu]Br, [NH4+], C1CCOC1. Yields the product Fc1c(F)c(COC2CCCCO2)c(F)c(F)c1CC=CCl. RXN SMILES: [Br:6][c:7]1[c:8]([F:24])[c:9]([F:23])[c:10]([CH2:11][O:12][CH:13]2[O:14][CH2:15][CH2:16][CH2:17][CH2:18]2)[c:19]([F:22])[c:20]1[F:21].[CH2:1]([Li:2])[CH2:3][CH2:4][CH3:5].[CH3:37][S:38][CH3:39].[Cl-:30].[Cl:25][CH:26]=[CH:27][CH2:28][I:29].[Cu:40][Br:41].[NH4+:31].[O:32]1[CH2:33][CH2:34][CH2:35][CH2:36]1>>[c:7]1([CH2:28][CH:27]=[CH:26][Cl:25])[c:8]([F:24])[c:9]([F:23])[c:10]([CH2:11][O:12][CH:13]2[O:14][CH2:15][CH2:16][CH2:17][CH2:18]2)[c:19]([F:22])[c:20]1[F:21]. Reactants: O=C([O-])[O-], CC(=O)Oc1c(C)cccc1C1CC1, CO, [K+], [K+], O. The product is Cc1cccc(C2CC2)c1O. As a reaction SMILES: [C:15](=[O:16])([O-:17])[O-:18].[C:1](=[O:2])([CH3:3])[O:4][c:5]1[c:6]([CH:12]2[CH2:13][CH2:14]2)[cH:7][cH:8][cH:9][c:10]1[CH3:11].[CH3:22][OH:23].[K+:19].[K+:20].[OH2:21]>>[OH:4][c:5]1[c:6]([CH:12]2[CH2:13][CH2:14]2)[cH:7][cH:8][cH:9][c:10]1[CH3:11]. Reactants: C=C[C@H]1CN2CC[C@H]1C[C@H]2[C@@H](C=3C=CN=C4C3C=CC=C4)O (cinchonidine), N1C=C(C2=CC=CC=C12)C(CC(=O)O)C(=O)O (racemic indole-3-succinic acid). Run in C(C)O (ethanol). Yields the product N1C=C(C2=CC=CC=C12)[C@H](CC(=O)O)C(=O)O.C=C[C@H]1CN2CC[C@H]1C[C@H]2[C@@H](C=3C=CN=C4C3C=CC=C4)O ((S)-indole-3-succinic acid cinchonidine). Isolated yield 13.1%. Reaction SMILES: [CH2:1]=[CH:2][C@@H:3]1[C@@H:8]2[CH2:9][C@@H:10]([C@H:11]([OH:22])[C:12]3[CH:13]=[CH:14][N:15]=[C:16]4[CH:21]=[CH:20][CH:19]=[CH:18][C:17]=34)[N:5]([CH2:6][CH2:7]2)[CH2:4]1.[NH:23]1[C:31]2[C:26](=[CH:27][CH:28]=[CH:29][CH:30]=2)[C:25]([CH:32]([C:37]([OH:39])=[O:38])[CH2:33][C:34]([OH:36])=[O:35])=[CH:24]1>C(O)C>[NH:23]1[C:31]2[C:26](=[CH:27][CH:28]=[CH:29][CH:30]=2)[C:25]([C@@H:32]([C:37]([OH:39])=[O:38])[CH2:33][C:34]([OH:36])=[O:35])=[CH:24]1.[CH2:1]=[CH:2][C@@H:3]1[C@@H:8]2[CH2:9][C@@H:10]([C@H:11]([OH:22])[C:12]3[CH:13]=[CH:14][N:15]=[C:16]4[CH:21]=[CH:20][CH:19]=[CH:18][C:17]=34)[N:5]([CH2:6][CH2:7]2)[CH2:4]1 |f:3.4|. Reported procedure: A mixture of 1.26 g (4.29 mmole) of cinchonidine and 1.00 g (4.29 mmole) of racemic indole-3-succinic acid in 10 mL of 96% ethanol was heated on a steam bath with magnetic stirring until all of the solid dissolved. The solution was cooled slowly to room temperature, and the white precipitate formed was collected and washed with ether. After 11 recrystallizations from 96% ethanol and one solution of 96% ethanol:methanol, 80:20 by volume, and drying, colorless fine needles of (S)-indole-3-succinic... Reactants: CC(C)CCOC(=O)OCCl, CC(C)=O, [I-], [Na+]. Yields the product CC(C)CCOC(=O)OCI. RXN SMILES: [C:1]([O:2][CH2:3][Cl:4])([O:5][CH2:6][CH2:7][CH:8]([CH3:9])[CH3:10])=[O:11].[CH3:14][C:15](=[O:16])[CH3:17].[I-:13].[Na+:12]>>[C:1]([O:2][CH2:3][I:13])([O:5][CH2:6][CH2:7][CH:8]([CH3:9])[CH3:10])=[O:11]. Starting materials: C(#N)C=1C=C(C=C(C=O)C1)F (5-Cyano-3-fluorobenzaldehyde), O.NN (hydrazine hydrate). Reaction conditions: time 18 hour. Yields the product N1N=CC2=CC(=CC=C12)C#N (1H-indazole-5-carbonitrile). RXN SMILES: [C:1]([C:3]1[CH:4]=[C:5](F)[CH:6]=[C:7]([CH:10]=1)[CH:8]=O)#[N:2].O.[NH2:13][NH2:14]>>[NH:13]1[C:6]2[C:7](=[CH:10][C:3]([C:1]#[N:2])=[CH:4][CH:5]=2)[CH:8]=[N:14]1 |f:1.2|. Procedure details: 5-Cyano-3-fluorobenzaldehyde (4 g, 26.8 mmol) was dissolved in hydrazine hydrate and stirred at room temperature for 18 hours. The solution was poured onto ice and the resultant solid was separated by filtration and then dried under vacuum at 60° C. to afford the title compound (1.27 g) as a pink solid. Further material was isolated from the aqueous layer. MS (ES): C8H5N3 requires 143; found 144 (MH+). The reactants are C(C)C1=C(C=CC=C1)S(=O)(=O)Cl (2-ethylbenzenesulfonyl chloride), O(Cl)Cl (dichlorine monoxide). Run in C(Cl)(Cl)(Cl)Cl (carbon tetrachloride), C(Cl)(Cl)(Cl)Cl (carbon tetrachloride). Yields the product ClC(C)C1=C(C=CC=C1)S(=O)(=O)Cl (2-(1-Chloroethyl)benzenesulfonyl chloride). Isolated yield 83.9%. As a reaction SMILES: [CH2:1]([C:3]1[CH:8]=[CH:7][CH:6]=[CH:5][C:4]=1[S:9]([Cl:12])(=[O:11])=[O:10])[CH3:2].O(Cl)[Cl:14]>C(Cl)(Cl)(Cl)Cl>[Cl:14][CH:1]([C:3]1[CH:8]=[CH:7][CH:6]=[CH:5][C:4]=1[S:9]([Cl:12])(=[O:11])=[O:10])[CH3:2]. Procedure details: A solution of 2-ethylbenzenesulfonyl chloride (obtained by chlorosulfonation of ethylbenzene) (7.78 g) in carbon tetrachloride (5.0 ml) was contacted with a solution of dichlorine monoxide (82 mmol) in carbon tetrachloride (100 ml) and the mixture was heated in a closed system at 50°-60° for 16 hrs. The mixture was dried (MgSO4) and volatiles were removed under vacuum. The residue was kugelrohr distilled to give 7.63 g of colorless oil, bp 75°-80° (0.15 mm). 1H nmr δCDCl3TMS 8.20-7.35 (m). 6.13 ... The reactants are C1(CC1)CC1=C(C=CC=2C(=NOC21)C2=CC=CC=C2)O (7-cyclopropylmethyl-3-phenyl-6-hydroxybenz-[4,5]-isoxazole), BrCCCBr (1,3-dibromopropane), C([O-])([O-])=O.[K+].[K+] (potassium carbonate). Solvent: CC(CC)=O (2-butanone). Product: C1(CC1)CC1=C(C=CC=2C(=NOC21)C2=CC=CC=C2)OCCCBr (7-cyclopropylmethyl-3-phenyl-6-(3-bromopropyloxy)benz-[4,5]-isoxazole). RXN SMILES: [CH:1]1([CH2:4][C:5]2[C:13]3[O:12][N:11]=[C:10]([C:14]4[CH:19]=[CH:18][CH:17]=[CH:16][CH:15]=4)[C:9]=3[CH:8]=[CH:7][C:6]=2[OH:20])[CH2:3][CH2:2]1.[Br:21][CH2:22][CH2:23][CH2:24]Br.C(=O)([O-])[O-].[K+].[K+]>CC(=O)CC>[CH:1]1([CH2:4][C:5]2[C:13]3[O:12][N:11]=[C:10]([C:14]4[CH:15]=[CH:16][CH:17]=[CH:18][CH:19]=4)[C:9]=3[CH:8]=[CH:7][C:6]=2[O:20][CH2:24][CH2:23][CH2:22][Br:21])[CH2:2][CH2:3]1 |f:2.3.4|. Procedure details: A solution of 7-cyclopropylmethyl-3-phenyl-6-hydroxybenz-[4,5]-isoxazole (0.25 grams) in 2-butanone (3.0 mL) was treated with 1,3-dibromopropane (0.48 mL) and potassium carbonate (0.50 grams). The mixture was refluxed for 4 hours. The reaction mixture was partitioned between isopropyl acetate and pH 4 buffer. The organic was washed once with water, then dried over magnesium sulfate. The organic was filtered and evaporated to an oil which was flitered through a silica gel plug using methylene chl...